From a dataset of the Open Reaction Database (ORD), a public repository of structured organic reaction records. describe an organic reaction: reactants, conditions, products, and yield The reactants are C(O)C(CC)(CO)CO (trimethylolpropane), C(CO)(=O)O (glycolic acid). The product is C(CO)(=O)O.OCC(=O)O.C(O)C(CC)(CO)CO (Trimethylolpropane hydroxyacetate (glycolate)). Reaction SMILES: [CH2:1]([C:3]([CH2:8][OH:9])([CH2:6][OH:7])[CH2:4][CH3:5])[OH:2].[C:10]([OH:14])(=[O:13])[CH2:11][OH:12]>>[C:10]([OH:14])(=[O:13])[CH2:11][OH:12].[OH:12][CH2:11][C:10]([OH:14])=[O:13].[CH2:1]([C:3]([CH2:8][OH:9])([CH2:6][OH:7])[CH2:4][CH3:5])[OH:2] |f:2.3.4|. Procedure: Trimethylolpropane hydroxyacetate (glycolate) is prepared by simple esterification using one mole trimethylolpropane and 3.12 moles glycolic acid (hydroxyacetic acid). the mixture was heated for four hours at reflux and then stripped at 125° C. and 12 Torr.